Dataset: the Open Reaction Database (ORD), a public repository of structured organic reaction records. Task: describe an organic reaction: reactants, conditions, products, and yield Reactants: ClC1=CC(=CC=C1)C(=O)OO (m-chloroperbenzoic acid), BrC1=C(N=C(C(=N1)C=1C=CC(N(N1)C(C)C)=O)C1=CC=CC=C1)N=S(C)C (6-{6-bromo-5-[(dimethyl-lambda˜4˜-sulfanylidene)amino]-3-phenyl-2-pyrazinyl}-2-isopropyl-3 (2H)-pyridazinone), C(=O)([O-])[O-].[Na+].[Na+] (Na2CO3), CSC (dimethyl sulfide). Solvent: C(Cl)Cl (CH2Cl2), C(Cl)Cl (CH2Cl2). Run at time 1 hour. Product: BrC1=C(N=C(C(=N1)C=1C=CC(N(N1)C(C)C)=O)C1=CC=CC=C1)N=O (6-(6-bromo-5-nitroso-3-phenyl-2-pyrazinyl)-2-isopropyl-3(2H)-pyridazinone). Isolated yield 49.7%. As a reaction SMILES: ClC1C=CC=C(C(OO)=[O:9])C=1.[Br:12][C:13]1[N:18]=[C:17]([C:19]2[CH:20]=[CH:21][C:22](=[O:28])[N:23]([CH:25]([CH3:27])[CH3:26])[N:24]=2)[C:16]([C:29]2[CH:34]=[CH:33][CH:32]=[CH:31][CH:30]=2)=[N:15][C:14]=1[N:35]=S(C)C.CSC.C([O-])([O-])=O.[Na+].[Na+]>C(Cl)Cl>[Br:12][C:13]1[N:18]=[C:17]([C:19]2[CH:20]=[CH:21][C:22](=[O:28])[N:23]([CH:25]([CH3:27])[CH3:26])[N:24]=2)[C:16]([C:29]2[CH:34]=[CH:33][CH:32]=[CH:31][CH:30]=2)=[N:15][C:14]=1[N:35]=[O:9] |f:3.4.5|. Reported procedure: To a solution of m-chloroperbenzoic acid (70-75% purity) (1.66 g) in CH2Cl2 (40 ml) was added a solution of 6-{6-bromo-5-[(dimethyl-lambda˜4˜-sulfanylidene)amino]-3-phenyl-2-pyrazinyl}-2-isopropyl-3 (2H)-pyridazinone (2.01 g) in CH2Cl2 (20 ml) at −10˜-5° C. and the mixture was stirred at the same temperature for one hour. After addition of dimethyl sulfide (0.25 ml), the solution was stirred at the same temperature for 30 minutes. Sat. aq. Na2CO3 (50 ml) was then added to the mixture. An organic... The reactants are FC(C(=O)O)(F)F.ClC1=C(C(=C(C=C1)CNC(=O)C=1N=C(N(C1)C(C1=CC=CC=C1)(C1=CC=CC=C1)C1=CC=CC=C1)SC)F)OC1=CC(=CC(=C1)C#N)Cl (N-({4-chloro-3-[(3-chloro-5-cyanophenyl)oxy]-2-fluorophenyl}methyl)-2-(methylthio)-1-(triphenylmethyl)-1H-imidazole-4-carboxamide trifluoroacetate), FC(C(=O)O)(F)F (trifluoroacetic acid). The solvent is C(Cl)Cl (CH2Cl2). Product: FC(C(=O)O)(F)F.ClC1=C(C(=C(C=C1)CNC(=O)C=1N=C(NC1)SC)F)OC1=CC(=CC(=C1)C#N)Cl (N-({4-chloro-3-[(3-chloro-5-cyanophenyl)oxy]-2-fluorophenyl}methyl)-2-(methylthio)-1H-imidazole-4-carboxamide trifluoroacetate). Isolated yield 75.2%. Reaction SMILES: [F:1][C:2]([F:7])([F:6])[C:3]([OH:5])=[O:4].[Cl:8][C:9]1[CH:14]=[CH:13][C:12]([CH2:15][NH:16][C:17]([C:19]2[N:20]=[C:21]([S:43][CH3:44])[N:22](C(C3C=CC=CC=3)(C3C=CC=CC=3)C3C=CC=CC=3)[CH:23]=2)=[O:18])=[C:11]([F:45])[C:10]=1[O:46][C:47]1[CH:52]=[C:51]([C:53]#[N:54])[CH:50]=[C:49]([Cl:55])[CH:48]=1.FC(F)(F)C(O)=O>C(Cl)Cl>[F:1][C:2]([F:7])([F:6])[C:3]([OH:5])=[O:4].[Cl:8][C:9]1[CH:14]=[CH:13][C:12]([CH2:15][NH:16][C:17]([C:19]2[N:20]=[C:21]([S:43][CH3:44])[NH:22][CH:23]=2)=[O:18])=[C:11]([F:45])[C:10]=1[O:46][C:47]1[CH:52]=[C:51]([C:53]#[N:54])[CH:50]=[C:49]([Cl:55])[CH:48]=1 |f:0.1,4.5|. Procedure details: N-({4-chloro-3-[(3-chloro-5-cyanophenyl)oxy]-2-fluorophenyl}methyl)-2-(methylthio)-1-(triphenylmethyl)-1H-imidazole-4-carboxamide trifluoroacetate (0.030 g, 0.04 mmol) was dissolved in CH2Cl2 (2 mL) and trifluoroacetic acid (2 mL) and stirred for 2 h. The solvent was evaporated. Purification was accomplished by Reverse-Phase HPLC (water/acetonitrile with 0.1% TFA). The desired fractions were lyophilized to afford the title compound (0.017 g, 70%) as a white solid. 1H NMR (400 MHz, DMSO-d6): δ pp... The product is [Si](C)(C)(C(C)(C)C)OCC(C)(C)N1C=C(C=2C=NC=CC21)C(=O)C=2C=C(C=NC2)NC(CN2N=NC(=C2)C(C)C)=O (N-(5-{[1-(2-{[tert-butyl(dimethyl)silyl]oxy}-1,1-dimethylethyl)-1H-pyrrolo[3,2-c]pyridin-3-yl]carbonyl}pyridin-3-yl)-2-(4-isopropyl-1H-1,2,3-triazol-1-yl)acetamide). Reaction SMILES: [NH2:1][C:2]1[CH:3]=[C:4]([C:8]([C:10]2[C:14]3[CH:15]=[N:16][CH:17]=[CH:18][C:13]=3[N:12]([C:19]([CH3:30])([CH3:29])[CH2:20][O:21][Si:22]([C:25]([CH3:28])([CH3:27])[CH3:26])([CH3:24])[CH3:23])[CH:11]=2)=[O:9])[CH:5]=[N:6][CH:7]=1.[CH:31]([C:34]1[N:35]=[N:36][N:37]([CH2:39][C:40](O)=[O:41])[CH:38]=1)([CH3:33])[CH3:32]>>[Si:22]([O:21][CH2:20][C:19]([N:12]1[C:13]2[CH:18]=[CH:17][N:16]=[CH:15][C:14]=2[C:10]([C:8]([C:4]2[CH:3]=[C:2]([NH:1][C:40](=[O:41])[CH2:39][N:37]3[CH:38]=[C:34]([CH:31]([CH3:32])[CH3:33])[N:35]=[N:36]3)[CH:7]=[N:6][CH:5]=2)=[O:9])=[CH:11]1)([CH3:30])[CH3:29])([C:25]([CH3:28])([CH3:27])[CH3:26])([CH3:23])[CH3:24]. Reported procedure: Prepared according to Method Z (Preparation 8) using (5-Amino-pyridin-3-yl)-{1-[2-(tert-butyl-dimethyl-silanyloxy)-1,1-dimethyl-ethyl]-1H-pyrrolo[3,2-c]pyridin-3-yl}-methanone (Preparation 28) and (4-isopropyl-[1,2,3]triazol-1-yl)acetic acid. LCMS (5 minute run) Rt=3.32 minutes MS m/z 576 [M+H]+ Starting materials: NC=1C=C(C=NC1)C(=O)C1=CN(C2=C1C=NC=C2)C(CO[Si](C)(C)C(C)(C)C)(C)C ((5-Amino-pyridin-3-yl)-{1-[2-(tert-butyl-dimethyl-silanyloxy)-1,1-dimethyl-ethyl]-1H-pyrrolo[3,2-c]pyridin-3-yl}-methanone), C(C)(C)C=1N=NN(C1)CC(=O)O ((4-isopropyl-[1,2,3]triazol-1-yl)acetic acid). Starting materials: CC(=O)C1CCOC1=O, O, OCCc1c[nH]c2ccccc12, Cc1ccc(S(=O)(=O)O)cc1, c1ccccc1. Yields the product CC1(C2CCOC2=O)OCCc2c1[nH]c1ccccc21. Reaction SMILES: [C:1]([CH3:2])(=[O:3])[CH:4]1[C:5](=[O:9])[O:6][CH2:7][CH2:8]1.[OH2:39].[OH:10][CH2:11][CH2:12][c:13]1[cH:14][nH:15][c:16]2[cH:17][cH:18][cH:19][cH:20][c:21]12.[c:28]1([CH3:29])[cH:30][cH:31][c:32]([S:33]([OH:34])(=[O:35])=[O:36])[cH:37][cH:38]1.[cH:22]1[cH:23][cH:24][cH:25][cH:26][cH:27]1>>[C:1]1([CH3:2])([CH:4]2[C:5](=[O:9])[O:6][CH2:7][CH2:8]2)[O:3][CH2:11][CH2:12][c:13]2[c:14]1[nH:15][c:16]1[cH:17][cH:18][cH:19][cH:20][c:21]21.